Dataset: the Open Reaction Database (ORD), a public repository of structured organic reaction records. Task: describe an organic reaction: reactants, conditions, products, and yield Reactants: C1(=CC=CC2=CC=CC=C12)\C=C/1\C(C#CCCCCC#C1)O ((E)-4-(1′-Naphthylmethylidene)cyclodeca-1,5-diyn-3-ol), C1CCC(CC1)N=C=NC2CCCCC2 (DCC), C(CC)(=O)O (propionic acid). Reagents/catalysts: CN(C)C=1C=CN=CC1 (DMAP). Solvent: C(Cl)Cl (CH2Cl2). Reaction conditions: time 4 hour. Product: C1(=CC=CC2=CC=CC=C12)\C=C/1\C(C#CCCCCC#C1)OC(CC)=O ((E)-4-(1′-Naphthylmethylidene)-3-(propanoyloxy)cyclodeca-1,5-diyne). The yield is 69.3%. As a reaction SMILES: [C:1]1(/[CH:11]=[C:12]2/[CH:13]([OH:22])[C:14]#[C:15][CH2:16][CH2:17][CH2:18][CH2:19][C:20]#[C:21]/2)[C:10]2[C:5](=[CH:6][CH:7]=[CH:8][CH:9]=2)[CH:4]=[CH:3][CH:2]=1.C1CCC(N=C=NC2CCCCC2)CC1.[C:38](O)(=[O:41])[CH2:39][CH3:40]>CN(C1C=CN=CC=1)C.C(Cl)Cl>[C:1]1(/[CH:11]=[C:12]2/[CH:13]([O:22][C:38](=[O:41])[CH2:39][CH3:40])[C:14]#[C:15][CH2:16][CH2:17][CH2:18][CH2:19][C:20]#[C:21]/2)[C:10]2[C:5](=[CH:6][CH:7]=[CH:8][CH:9]=2)[CH:4]=[CH:3][CH:2]=1. Procedure details: To a solution of Compound 20b (10.0 mg, 3.50×10−2 mmol), DCC (7.2 mg, 3.50×10−2 mmol), and DMAP (8.5 mg, 6.99×10−2 mmol) in dry CH2Cl2 (4 mL) cooled in an ice-water bath was added propionic acid (3.8 mg, 5.24×10−2 mmol) followed by stirring at room temperature for 4 hours. The reaction mixture was filtered through a short plug of Celite with rinsing by EtOAc. The filtrate was concentrated under reduced pressure and the residue was purified by flash column chromatography (silica gel, 20 percent E...